From a dataset of the Open Reaction Database (ORD), a public repository of structured organic reaction records. describe an organic reaction: reactants, conditions, products, and yield Starting materials: CN(C(=O)N(C)C)C (1,1,3,3-tetramethylurea), C(=O)(Cl)Cl (phosgene), ClC1=C(N)C(=CC(=C1)Cl)Cl (2,4,6-trichloroaniline). Run in C1(=CC=CC=C1)C (toluene). Product: ClC1=C(C(=CC(=C1)Cl)Cl)N=C=O (2,4,6-Trichlorophenyl isocyanate). As a reaction SMILES: [CH3:1][N:2](C)[C:3](N(C)C)=[O:4].C(Cl)(Cl)=O.[Cl:13][C:14]1[CH:20]=[C:19]([Cl:21])C=[C:17]([Cl:22])[C:15]=1N>C1(C)C=CC=CC=1>[Cl:21][C:19]1[CH:20]=[C:14]([Cl:13])[CH:15]=[C:17]([Cl:22])[C:1]=1[N:2]=[C:3]=[O:4]. Reported procedure: 1,1,3,3-tetramethylurea (1.52 ml, 12.75 mmoles) was added to a solution of phosgene (50.0 g, 505.43 mmoles) dissolved in toluene (150 ml). The resulting solution was stirred for 10 min. at which time 2,4,6-trichloroaniline (10.0 g, 50.90 mmoles) was added. The solution was heated to a temperature of 70°-80° C. for 1.5 hr. and then refluxed for 1.5 hr. while phosgene was bubbled in. After removing excess phosgene under reduced pressure, the clear upper layer solution was collected by decantation ... The reactants are CC(C)(C)[Si](C)(C)Cl, CCOC(C)=O, CN(C)C=O, NS(=O)(=O)c1ccc(O)cc1, c1c[nH]cn1. As a reaction SMILES: [C:12]([CH3:13])([CH3:14])([CH3:15])[Si:16]([CH3:17])([CH3:18])[Cl:19].[CH3:30][CH2:31][O:32][C:33]([CH3:34])=[O:35].[O:25]=[CH:26][N:27]([CH3:28])[CH3:29].[OH:1][c:2]1[cH:3][cH:4][c:5]([S:8](=[O:9])(=[O:10])[NH2:11])[cH:6][cH:7]1.[nH:20]1[cH:21][cH:22][n:23][cH:24]1>>[O:1]([c:2]1[cH:3][cH:4][c:5]([S:8](=[O:9])(=[O:10])[NH2:11])[cH:6][cH:7]1)[Si:16]([C:12]([CH3:13])([CH3:14])[CH3:15])([CH3:17])[CH3:18]. The product is CC(C)(C)[Si](C)(C)Oc1ccc(S(N)(=O)=O)cc1. Starting materials: COC(=O)C=1SC(=CC1[N+](=O)[O-])Br (5-Bromo-3-nitrothiophene-2-carboxylic acid methyl ester), C(#C)C1CC1 (ethynylcyclopropane). Yields the product COC(=O)C=1SC(=CC1[N+](=O)[O-])C#CC1CC1 (5-Cyclopropylethynyl-3-nitrothiophene-2-carboxylic acid methyl ester). As a reaction SMILES: [CH3:1][O:2][C:3]([C:5]1[S:6][C:7](Br)=[CH:8][C:9]=1[N+:10]([O-:12])=[O:11])=[O:4].[C:14]([CH:16]1[CH2:18][CH2:17]1)#[CH:15]>>[CH3:1][O:2][C:3]([C:5]1[S:6][C:7]([C:15]#[C:14][CH:16]2[CH2:18][CH2:17]2)=[CH:8][C:9]=1[N+:10]([O-:12])=[O:11])=[O:4]. Procedure: 5-Bromo-3-nitrothiophene-2-carboxylic acid methyl ester was reacted with ethynylcyclopropane by method Q. The product with the molecular weight of 251.26 (C11H9NO4S) was obtained in this way; MS (ESI): 252 (M+H+).